Dataset: the Open Reaction Database (ORD), a public repository of structured organic reaction records. Task: describe an organic reaction: reactants, conditions, products, and yield The product is COC(=O)C1=Cc2cc(-c3ccc(N4CCOCC4)cc3)ccc2S(=O)(=O)CC1. Starting materials: [O-]B([O-])Oc1ccc(N2CCOCC2)cc1, COC(=O)C1=Cc2cc(Br)ccc2S(=O)(=O)CC1, O=C([O-])[O-], CCO, [K+], [K+], O, O, Cc1ccccc1. As a reaction SMILES: [B:19]([O-:20])([O-:33])[O:34][c:21]1[cH:22][cH:23][c:24]([N:27]2[CH2:28][CH2:29][O:30][CH2:31][CH2:32]2)[cH:25][cH:26]1.[Br:1][c:2]1[cH:3][cH:4][c:5]2[c:6]([cH:18]1)[CH:7]=[C:8]([C:14](=[O:15])[O:16][CH3:17])[CH2:9][CH2:10][S:11]2(=[O:12])=[O:13].[C:35](=[O:36])([O-:37])[O-:38].[CH2:43]([OH:44])[CH3:45].[K+:39].[K+:40].[OH2:41].[OH2:42].[c:46]1([CH3:47])[cH:48][cH:49][cH:50][cH:51][cH:52]1>>[c:2]1(-[c:21]2[cH:22][cH:23][c:24]([N:27]3[CH2:28][CH2:29][O:30][CH2:31][CH2:32]3)[cH:25][cH:26]2)[cH:3][cH:4][c:5]2[c:6]([cH:18]1)[CH:7]=[C:8]([C:14](=[O:15])[O:16][CH3:17])[CH2:9][CH2:10][S:11]2(=[O:12])=[O:13]. Reactants: C(C)O (ethanol), S1C2=C(C=C1C=1C(=CC(=C(C1)/C=C/C(=O)C1=CC=C(C(=O)O)C=C1)OC)OC)C=CC=C2 (4-[3E-(5-Benzo[b]thien-2-yl-2,4-dimethoxyphenyl)-acryloyl]-benzoic acid), CNC[C@H](O)[C@@H](O)[C@H](O)[C@H](O)CO (N-methyl-D-glucamine), N(C)C[C@H](O)[C@@H](O)[C@H](O)[C@H](O)CO (meglumine), S1C2=C(C=C1C=1C(=CC(=C(C1)/C=C/C(=O)C1=CC=C(C(=O)O)C=C1)OC)OC)C=CC=C2 (4-[3E-(5-benzo[b]thien-2-yl-2,4-dimethoxy-phenyl)-acryloyl]-benzoic acid), C(C)O (ethanol). The solvent is C1CCOC1 (THF), C1CCOC1 (THF). Conditions: time 5 minute. The product is CNC[C@H](O)[C@@H](O)[C@H](O)[C@H](O)CO.S1C2=C(C=C1C=1C(=CC(=C(C1)/C=C/C(=O)C1=CC=C(C(=O)O)C=C1)OC)OC)C=CC=C2 (4-[3E-(5-benzo[b]thien-2-yl-2,4-dimethoxy-phenyl)-acryloyl]-benzoic acid N-methyl-D-glucamine salt). Isolated yield 63.0%. As a reaction SMILES: [S:1]1[C:5]([C:6]2[C:7]([O:27][CH3:28])=[CH:8][C:9]([O:25][CH3:26])=[C:10](/[CH:12]=[CH:13]/[C:14]([C:16]3[CH:24]=[CH:23][C:19]([C:20]([OH:22])=[O:21])=[CH:18][CH:17]=3)=[O:15])[CH:11]=2)=[CH:4][C:3]2[CH:29]=[CH:30][CH:31]=[CH:32][C:2]1=2.[NH:33]([CH2:35][C@@H:36]([C@H:38]([C@@H:40]([C@@H:42]([CH2:44][OH:45])[OH:43])[OH:41])[OH:39])[OH:37])[CH3:34].C(O)C>C1COCC1>[CH3:34][NH:33][CH2:35][C@@H:36]([C@H:38]([C@@H:40]([C@@H:42]([CH2:44][OH:45])[OH:43])[OH:41])[OH:39])[OH:37].[S:1]1[C:5]([C:6]2[C:7]([O:27][CH3:28])=[CH:8][C:9]([O:25][CH3:26])=[C:10](/[CH:12]=[CH:13]/[C:14]([C:16]3[CH:24]=[CH:23][C:19]([C:20]([OH:22])=[O:21])=[CH:18][CH:17]=3)=[O:15])[CH:11]=2)=[CH:4][C:3]2[CH:29]=[CH:30][CH:31]=[CH:32][C:2]1=2 |f:4.5|. Reported procedure: 4-[3E-(5-Benzo[b]thien-2-yl-2,4-dimethoxyphenyl)-acryloyl]-benzoic acid of Ex. 3 was then made into a meglumine salt by suspending the 4-[3E-(5-benzo[b]thien-2-yl-2,4-dimethoxy-phenyl)-acryloyl]-benzoic acid (4.45 g, 10 mmol) and N-methyl-D-glucamine (1.95 g, 10 mmol) in THF (100 mL). The mixture was stirred at room temperature for 5 minutes. Then, ethanol (100 mL) was added. This mixture was stirred at room temperature for 30 minutes. THF (20 mL) and ethanol (20 mL) were added and the mixture w... The reactants are CNC(=O)Nc1ccc(OCCCBr)cc1, OC(c1ccc(F)cc1)(c1ccc(F)cc1)C1CCNCC1. The product is CNC(=O)Nc1ccc(OCCCN2CCC(C(O)(c3ccc(F)cc3)c3ccc(F)cc3)CC2)cc1. RXN SMILES: [Br:23][CH2:24][CH2:25][CH2:26][O:27][c:28]1[cH:29][cH:30][c:31]([NH:34][C:35](=[O:36])[NH:37][CH3:38])[cH:32][cH:33]1.[F:1][c:2]1[cH:3][cH:4][c:5]([C:8]([OH:9])([CH:10]2[CH2:11][CH2:12][NH:13][CH2:14][CH2:15]2)[c:16]2[cH:17][cH:18][c:19]([F:22])[cH:20][cH:21]2)[cH:6][cH:7]1>>[F:1][c:2]1[cH:3][cH:4][c:5]([C:8]([OH:9])([CH:10]2[CH2:11][CH2:12][N:13]([CH2:24][CH2:25][CH2:26][O:27][c:28]3[cH:29][cH:30][c:31]([NH:34][C:35](=[O:36])[NH:37][CH3:38])[cH:32][cH:33]3)[CH2:14][CH2:15]2)[c:16]2[cH:17][cH:18][c:19]([F:22])[cH:20][cH:21]2)[cH:6][cH:7]1. Starting materials: FC(OC1=CC=C(C=C1)B(O)O)(F)F (4-triflouromethoxy phenyl boronic acid), BrC1=CC=C(C=C1)C=1OC(=C(N1)CCN1[C@@H](CCC1)C)C (2-(4-Bromo-phenyl)-5-methyl-4-[2-((R)-2-methyl-pyrrolidin-1-yl)-ethyl]-oxazole). Product: CC1=C(N=C(O1)C1=CC=C(C=C1)C1=CC=C(C=C1)OC(F)(F)F)CCN1[C@@H](CCC1)C (5-Methyl-4-[2-((R)-2-methyl-pyrrolidin-1-yl)-ethyl]-2-(4′-trifluoromethoxy -biphenyl-4-yl)-oxazole). As a reaction SMILES: [F:1][C:2]([F:14])([F:13])[O:3][C:4]1[CH:9]=[CH:8][C:7](B(O)O)=[CH:6][CH:5]=1.Br[C:16]1[CH:21]=[CH:20][C:19]([C:22]2[O:23][C:24]([CH3:35])=[C:25]([CH2:27][CH2:28][N:29]3[CH2:33][CH2:32][CH2:31][C@H:30]3[CH3:34])[N:26]=2)=[CH:18][CH:17]=1>>[CH3:35][C:24]1[O:23][C:22]([C:19]2[CH:20]=[CH:21][C:16]([C:7]3[CH:8]=[CH:9][C:4]([O:3][C:2]([F:14])([F:13])[F:1])=[CH:5][CH:6]=3)=[CH:17][CH:18]=2)=[N:26][C:25]=1[CH2:27][CH2:28][N:29]1[CH2:33][CH2:32][CH2:31][C@H:30]1[CH3:34]. Procedure details: The title compound is prepared in a manner substantially analogous to example 133 starting from 4-triflouromethoxy phenyl boronic acid (295 mg, 1.43 mmol) and 2-(4-Bromo-phenyl)-5-methyl-4-[2-((R)-2-methyl-pyrrolidin-1-yl)-ethyl]-oxazole (100 mg, 0.287 mmol) to give 63 mg (51%). MS (m/e) 431.2 (M+1) Reactants: C(NN)(=O)OC (methyl carbazate), COC1=NN(C(S1)=O)CC(C)=O (5-methoxy-3-(2-oxo-propyl)-3H-[1,3,4]thiadiazol-2-one). Solvent: CO (methanol). Conditions: time 36 hour. The product is COC(=O)NN=C(CN1C(SC(=N1)OC)=O)C (N'-[2-(5-Methoxy-2-oxo-[1,3,4]thiadiazol-3-yl)-1-methyl-ethylidene]-hydrazinecarboxylic acid methyl ester). Isolated yield 78.8%. As a reaction SMILES: [C:1]([O:5][CH3:6])(=[O:4])[NH:2][NH2:3].[CH3:7][O:8][C:9]1[S:13][C:12](=[O:14])[N:11]([CH2:15][C:16](=O)[CH3:17])[N:10]=1>CO>[CH3:6][O:5][C:1]([NH:2][N:3]=[C:16]([CH3:17])[CH2:15][N:11]1[N:10]=[C:9]([O:8][CH3:7])[S:13][C:12]1=[O:14])=[O:4]. Procedure details: 9.1 g of methyl carbazate are added to a solution of 18.8 g of 5-methoxy-3-(2-oxo-propyl)-3H-[1,3,4]thiadiazol-2-one (Comp. 7.001) in 150 ml of methanol and the mixture is then stirred at room temperature for 36 hours. The reaction mixture is concentrated by evaporation and the residue is stirred with isopropanol and filtered with suction to yield 20.5 g of crystals of the title compound having a melting point of 142-143°. Reactants: Cl.ClC=1C=CC(=C(C(=O)OC)C1)NC(=O)C1CNCCC1 (methyl 5-chloro-2-[(piperidin-3-ylcarbonyl)amino]benzoate hydrochloride), O1C=C(C=C1)C=1C=C(C=CC1)CC(=O)O ([3-(furan-3-yl)phenyl]acetic acid). The product is ClC=1C=CC(=C(C(=O)OC)C1)NC(=O)C1CN(CCC1)C(CC1=CC(=CC=C1)C1=COC=C1)=O (Methyl 5-chloro-2-{[(1-{[3-(furan-3-yl)phenyl]acetyl}piperidin-3-yl)carbonyl]amino}benzoate). Reaction SMILES: Cl.[Cl:2][C:3]1[CH:4]=[CH:5][C:6]([NH:13][C:14]([CH:16]2[CH2:21][CH2:20][CH2:19][NH:18][CH2:17]2)=[O:15])=[C:7]([CH:12]=1)[C:8]([O:10][CH3:11])=[O:9].[O:22]1[CH:26]=[CH:25][C:24]([C:27]2[CH:28]=[C:29]([CH2:33][C:34](O)=[O:35])[CH:30]=[CH:31][CH:32]=2)=[CH:23]1>>[Cl:2][C:3]1[CH:4]=[CH:5][C:6]([NH:13][C:14]([CH:16]2[CH2:21][CH2:20][CH2:19][N:18]([C:34](=[O:35])[CH2:33][C:29]3[CH:30]=[CH:31][CH:32]=[C:27]([C:24]4[CH:25]=[CH:26][O:22][CH:23]=4)[CH:28]=3)[CH2:17]2)=[O:15])=[C:7]([CH:12]=1)[C:8]([O:10][CH3:11])=[O:9] |f:0.1|. Procedure: Using the same method as in Example 9-(ii), the target methyl 5-chloro-2-{[(1-{[3-(furan-3-yl)phenyl]carbonyl}piperidin-3-yl)carbonyl]amino}benzoate was quantitatively obtained using the methyl 5-chloro-2-[(piperidin-3-ylcarbonyl)amino]benzoate hydrochloride obtained in Example 11-(ii) and [3-(furan-3-yl)phenyl]acetic acid. Starting materials: COCc1cc(N)no1, COC(=O)C1=C(O)c2ccccc2S(=O)(=O)N1C, Cc1ccccc1C. Product: COCc1cc(NC(=O)C2=C(O)c3ccccc3S(=O)(=O)N2C)no1. RXN SMILES: [CH3:1][O:2][CH2:3][c:4]1[cH:5][c:6]([NH2:9])[n:7][o:8]1.[OH:10][C:11]1=[C:12]([C:24](=[O:25])[O:26][CH3:27])[N:13]([CH3:23])[S:14](=[O:21])(=[O:22])[c:15]2[c:16]1[cH:17][cH:18][cH:19][cH:20]2.[c:28]1([CH3:29])[c:30]([CH3:31])[cH:32][cH:33][cH:34][cH:35]1>>[CH3:1][O:2][CH2:3][c:4]1[cH:5][c:6]([NH:9][C:24]([C:12]2=[C:11]([OH:10])[c:16]3[c:15]([cH:20][cH:19][cH:18][cH:17]3)[S:14](=[O:21])(=[O:22])[N:13]2[CH3:23])=[O:25])[n:7][o:8]1. Reactants: C(C1=CC=CC=C1)OC(CC(C(=O)O)N1CN(C=C1)C1=CC=C(C=C1)C1=CC=CC=C1)=O (2(RS)-(3-biphenyl4-yl-1H-imidazol-1-yl)-succinic acid 4-benzyl ester), C1CCNC(=O)[C@H](C1)N (L-α-amino-ε-caprolactam). Solvent: CN(C)C=O (DMF). Yields the product C(C1=CC=CC=C1)OC(CC(C(=O)N[C@@H]1C(NCCCC1)=O)N1CN(C=C1)C1=CC=C(C=C1)C1=CC=CC=C1)=O (3(RS)-(3-biphenyl-4-yl-1H-imidazol-1-yl)-N-(hexahydroazepin-2-on-3(S)-yl)succinamic acid benzyl ester). Isolated yield 67.2%. Reaction SMILES: [CH2:1]([O:8][C:9](=[O:32])[CH2:10][CH:11]([N:15]1[CH:19]=[CH:18][N:17]([C:20]2[CH:25]=[CH:24][C:23]([C:26]3[CH:31]=[CH:30][CH:29]=[CH:28][CH:27]=3)=[CH:22][CH:21]=2)[CH2:16]1)[C:12]([OH:14])=O)[C:2]1[CH:7]=[CH:6][CH:5]=[CH:4][CH:3]=1.[CH2:33]1[CH2:40][C@H:39]([NH2:41])[C:37](=[O:38])[NH:36][CH2:35][CH2:34]1>CN(C=O)C>[CH2:1]([O:8][C:9](=[O:32])[CH2:10][CH:11]([N:15]1[CH:19]=[CH:18][N:17]([C:20]2[CH:25]=[CH:24][C:23]([C:26]3[CH:31]=[CH:30][CH:29]=[CH:28][CH:27]=3)=[CH:22][CH:21]=2)[CH2:16]1)[C:12]([NH:41][C@H:39]1[CH2:40][CH2:33][CH2:34][CH2:35][NH:36][C:37]1=[O:38])=[O:14])[C:2]1[CH:3]=[CH:4][CH:5]=[CH:6][CH:7]=1. Procedure details: According to the procedure described in Example 8(a), 2(RS)-(3-biphenyl4-yl-1H-imidazol-1-yl)-succinic acid 4-benzyl ester (1.20 g, 2.82 mmol) and L-α-amino-ε-caprolactam (469 mg, 3.67 mmol) was coupled in DMF with pyBOP to furnish 1.02 g (67%) of 3(RS)-(3-biphenyl-4-yl-1H-imidazol-1-yl)-N-(hexahydroazepin-2-on-3(S)-yl)succinamic acid benzyl ester.